From a dataset of the Open Reaction Database (ORD), a public repository of structured organic reaction records. describe an organic reaction: reactants, conditions, products, and yield Reactants: Cc1cc(CO)ccc1CO[Si](c1ccccc1)(c1ccccc1)C(C)(C)C, ClCCl, BrP(Br)Br. Yields the product Cc1cc(CBr)ccc1CO[Si](c1ccccc1)(c1ccccc1)C(C)(C)C. Reaction SMILES: [C:1]([CH3:2])([CH3:3])([CH3:4])[Si:5]([O:6][CH2:7][c:8]1[c:9]([CH3:16])[cH:10][c:11]([CH2:14][OH:15])[cH:12][cH:13]1)([c:17]1[cH:18][cH:19][cH:20][cH:21][cH:22]1)[c:23]1[cH:24][cH:25][cH:26][cH:27][cH:28]1.[Cl:33][CH2:34][Cl:35].[P:29]([Br:30])([Br:31])[Br:32]>>[C:1]([CH3:2])([CH3:3])([CH3:4])[Si:5]([O:6][CH2:7][c:8]1[c:9]([CH3:16])[cH:10][c:11]([CH2:14][Br:30])[cH:12][cH:13]1)([c:17]1[cH:18][cH:19][cH:20][cH:21][cH:22]1)[c:23]1[cH:24][cH:25][cH:26][cH:27][cH:28]1. Reactants: C(C)C(C(=O)OC)(CCC=O)CC (methyl 2,2-diethyl-5-oxopentanoate), [Cr](=O)(=O)([O-])Cl.[NH+]1=CC=CC=C1 (pyridinium chlorochromate), CCOCC (ether), hydroxyester, CC(=O)[O-].[Na+] (NaOAc). The solvent is C(Cl)Cl (CH2Cl2). Run at time 30 minute. Yields the product C(C)C(C(=O)OC)(CCCO)CC (methyl 2,2-diethyl-5-hydroxypentanoate). Reaction SMILES: [CH2:1]([C:3]([CH2:12][CH3:13])([CH2:8][CH2:9][CH:10]=[O:11])[C:4]([O:6][CH3:7])=[O:5])[CH3:2].CC([O-])=O.[Na+].[Cr](Cl)([O-])(=O)=O.[NH+]1C=CC=CC=1.CCOCC>C(Cl)Cl>[CH2:12]([C:3]([CH2:1][CH3:2])([CH2:8][CH2:9][CH2:10][OH:11])[C:4]([O:6][CH3:7])=[O:5])[CH3:13] |f:1.2,3.4|. Procedure details: Preparation of methyl 2,2-diethyl-5-oxopentanoate 5 To a well stirred mixture of the hydroxyester (1.88 g, 10 mmol), NaOAc (0.82 g, 10 mmol), and celite (1.88 g) in dry CH2Cl2 (50 mL), was added pyridinium chlorochromate (3.24 g, 15 mmol) at 0° C. in a nitrogen atmosphere. After 30 min at 0° C., the dark reaction mixture was stirred at room temperature for 2.5 h, and 100 mL of ether was added to it. Then it was filtered through a plug of silica gel and the solvent removed in vacuo to give 2.00 g...